describe an organic reaction: reactants, conditions, products, and yield From a dataset of the Open Reaction Database (ORD), a public repository of structured organic reaction records. The reactants are C(C)(=O)OC1=CC=C(C=C1)C1=CN=C(O1)C(CCCCCCC1=CC=CC=C1)O[Si](C)(C)C(C)(C)C (4-(2-(1-(tert-Butyldimethylsilyloxy)-7-phenylheptyl)oxazol-5-yl)phenyl acetate), [Si](C)(C)(C(C)(C)C)OC(CCCCCCC1=CC=CC=C1)C=1OC(=CN1)[Sn](CCCC)(CCCC)CCCC (2-(1-(tert-butyldimethylsilyloxy)-7-phenylheptyl)-5-(tributylstannyl)oxazole), C(C)(=O)OC1=CC=C(C=C1)I (4-iodophenyl acetate). Yields the product EtOAc hexanes, OC1=CC=C(C=C1)C1=CN=C(O1)C(CCCCCCC1=CC=CC=C1)=O (1-(5-(4-Hydroxyphenyl)oxazol-2-yl)-7-phenylheptan-1-one). Yield: 54.0%. RXN SMILES: C([O:4][C:5]1[CH:10]=[CH:9][C:8]([C:11]2[O:15][C:14]([CH:16]([O:29][Si](C(C)(C)C)(C)C)[CH2:17][CH2:18][CH2:19][CH2:20][CH2:21][CH2:22][C:23]3[CH:28]=[CH:27][CH:26]=[CH:25][CH:24]=3)=[N:13][CH:12]=2)=[CH:7][CH:6]=1)(=O)C.[Si](OC(C1OC([Sn](CCCC)(CCCC)CCCC)=CN=1)CCCCCCC1C=CC=CC=1)(C(C)(C)C)(C)C.C(OC1C=CC(I)=CC=1)(=O)C>>[OH:4][C:5]1[CH:6]=[CH:7][C:8]([C:11]2[O:15][C:14]([C:16](=[O:29])[CH2:17][CH2:18][CH2:19][CH2:20][CH2:21][CH2:22][C:23]3[CH:24]=[CH:25][CH:26]=[CH:27][CH:28]=3)=[N:13][CH:12]=2)=[CH:9][CH:10]=1. Procedure: 4-(2-(1-(tert-Butyldimethylsilyloxy)-7-phenylheptyl)oxazol-5-yl)phenyl acetate. The title compound was prepared from 2-(1-(tert-butyldimethylsilyloxy)-7-phenylheptyl)-5-(tributylstannyl)oxazole (74 mg, 0.112 mmol) and 4-iodophenyl acetate following General Procedure A. Flash chromatography (5-20% EtOAc/hexanes) yielded the title compound as a clear oil (31 mg, 54%): 1H NMR (CDCl3, 600 MHz) δ 7.65 (d, 2H, J=7.8 Hz), 7.27-7.24 (m, 3H), 7.16-7.14 (m, 5H), 4.82 (t, 1H, J=6.0 Hz), 2.58 (t, 2H, J=7.5 ... The reactants are O (water), N(=[N+]=[N-])CCO (2-Azidoethanol), C(C)(C)(C)[Si](C)(C)Cl (tert-butylchlorodimethylsilane), N1C=NC=C1 (imidazole). The solvent is CN(C=O)C (N,N-dimethylformamide). Conditions: time 20 minute. The product is N(=[N+]=[N-])CCO[Si](C)(C)C(C)(C)C (1-azido-2-(tert-butyldimethylsiloxy)ethane). Yield: 94.7%. Reaction SMILES: [N:1]([CH2:4][CH2:5][OH:6])=[N+:2]=[N-:3].[C:7]([Si:11](Cl)([CH3:13])[CH3:12])([CH3:10])([CH3:9])[CH3:8].N1C=CN=C1.O>CN(C)C=O>[N:1]([CH2:4][CH2:5][O:6][Si:11]([C:7]([CH3:10])([CH3:9])[CH3:8])([CH3:13])[CH3:12])=[N+:2]=[N-:3]. Procedure details: 2. 2-Azidoethanol, 1, (105 g, 1.21 mol), crude from above preparation, and tert-butylchlorodimethylsilane (200 g. 1.33 mol) were dissolved in 200 mL of dry N,N-dimethylformamide (DMF) and stirred under nitrogen. Over a period of 20 min, imidazole (204 g, 3.00 mol) was added portionwise with stirring and the temperature of the reaction rose to about 40° C. The solution was stirred at 40° C. under nitrogen for 24 h. The reaction mixture was cooled to room temperature, poured into 1 L of water, and... Reactants: OC1C=CC(C1CC#C)=O (4-hydroxy-5-propargyl-2-cyclopentenone). The reagents and catalysts are [O-2].[O-2].[Mn+4] (manganese dioxide). Solvent: C(Cl)(Cl)Cl (chloroform). Reaction conditions: time 4 hour. Yields the product O=C1C=CC(C1CC#C)=O (4-keto-5-propargyl-2-cyclopentenone). Yield: 91.4%. RXN SMILES: [OH:1][CH:2]1[CH:6]([CH2:7][C:8]#[CH:9])[C:5](=[O:10])[CH:4]=[CH:3]1>[O-2].[O-2].[Mn+4].C(Cl)(Cl)Cl>[O:1]=[C:2]1[CH:6]([CH2:7][C:8]#[CH:9])[C:5](=[O:10])[CH:4]=[CH:3]1 |f:1.2.3|. Reported procedure: Into 200 ml of chloroform, was dissolved 4.0 g of 4-hydroxy-5-propargyl-2-cyclopentenone. To the solution, was added 25 g of activated manganese dioxide and the mixture was stirred at room temperature for 4 hours. The reaction mixture was filtered and the residue on the filter was washed thoroughly with chloroform. The filtrate together with the washings was concentrated to obtain 3.6 g (91% yield) of 4-keto-5-propargyl-2-cyclopentenone, pale yellow in color. The reactants are O1C(=CC2=C1C=CC=C2)B(O)O (Benzofuran boronic acid), BrC=1N=C2N(C=C(C=C2)OC)C1 (2-bromo-6-methoxyimidazo[1,2-a]pyridine), C(=O)([O-])[O-].[K+].[K+] (K2CO3). Reagents/catalysts: C1=CC=C(C=C1)P([C-]2C=CC=C2)C3=CC=CC=C3.C1=CC=C(C=C1)P([C-]2C=CC=C2)C3=CC=CC=C3.Cl[Pd]Cl.[Fe+2] (Pd(dppf)Cl2). The solvent is CN(C)C=O (DMF), [Cl-].[Na+].O (brine). The product is O1C(=CC2=C1C=CC=C2)C=2N=C1N(C=C(C=C1)OC)C2 (2-(1-benzofuran-2-yl)-6-methoxyimidazo[1,2-a]pyridine). Isolated yield 0.7%. As a reaction SMILES: [O:1]1[C:5]2[CH:6]=[CH:7][CH:8]=[CH:9][C:4]=2[CH:3]=[C:2]1B(O)O.Br[C:14]1[N:15]=[C:16]2[CH:21]=[CH:20][C:19]([O:22][CH3:23])=[CH:18][N:17]2[CH:24]=1.C([O-])([O-])=O.[K+].[K+]>CN(C=O)C.[Cl-].[Na+].O.C1C=CC(P(C2C=CC=CC=2)[C-]2C=CC=C2)=CC=1.C1C=CC(P(C2C=CC=CC=2)[C-]2C=CC=C2)=CC=1.Cl[Pd]Cl.[Fe+2]>[O:1]1[C:5]2[CH:6]=[CH:7][CH:8]=[CH:9][C:4]=2[CH:3]=[C:2]1[C:14]1[N:15]=[C:16]2[CH:21]=[CH:20][C:19]([O:22][CH3:23])=[CH:18][N:17]2[CH:24]=1 |f:2.3.4,6.7.8,9.10.11.12|. Procedure details: Benzofuran boronic acid (0.289 mmol), 2-bromo-6-methoxyimidazo[1,2-a]pyridine (0.263 mmol), Pd(dppf)Cl2 (0.013 mmol) and K2CO3 (aq.) were stirred in DMF at 80° C. under argon for 1 h. The reaction mixture was allowed to cool to r.t. and brine was added. The reaction mixture was extracted with CH2Cl2 and the organic phase was filtered. The solvents were removed under reduced pressure and the residue purified by reverse phase HPLC to afford the title compound (0.5 mg). 1H NMR δ ppm 7.95 (s, 1 H) 7... The reactants are CI, [H-], [Na+], CN(C)C=O, CC1(C)NC(=O)c2ccccc2C1n1ccnc1. Product: CN1C(=O)c2ccccc2C(n2ccnc2)C1(C)C. RXN SMILES: [CH3:21][I:22].[H-:20].[Na+:19].[O:23]=[CH:24][N:25]([CH3:26])[CH3:27].[n:1]1([CH:6]2[C:7]([CH3:17])([CH3:18])[NH:8][C:9](=[O:16])[c:10]3[cH:11][cH:12][cH:13][cH:14][c:15]32)[cH:2][n:3][cH:4][cH:5]1>>[n:1]1([CH:6]2[C:7]([CH3:17])([CH3:18])[N:8]([CH3:21])[C:9](=[O:16])[c:10]3[cH:11][cH:12][cH:13][cH:14][c:15]32)[cH:2][n:3][cH:4][cH:5]1. Starting materials: O=[N+]([O-])c1ccc(CBr)s1, COP(OC)OC. Product: COP(=O)(Cc1ccc([N+](=O)[O-])s1)OC. Reaction SMILES: [Br:1][CH2:2][c:3]1[s:4][c:5]([N+:8](=[O:9])[O-:10])[cH:6][cH:7]1.[CH3:11][O:12][P:13]([O:14][CH3:15])[O:16][CH3:17]>>[CH2:2]([c:3]1[s:4][c:5]([N+:8](=[O:9])[O-:10])[cH:6][cH:7]1)[P:13]([O:12][CH3:11])([O:14][CH3:15])=[O:16].